This data is from the Open Reaction Database (ORD), a public repository of structured organic reaction records. The task is: describe an organic reaction: reactants, conditions, products, and yield The reactants are BrC(C(=O)Cl)CCBr (2,4-dibromobutyryl chloride), NC(=O)N (urea), C1=CC=CC=C1 (benzene). The solvent is C(C)(=O)OCC (ethyl acetate). Conditions: temperature 90 celsius, time 3 hour. The product is C(N)(=O)N1C(C(CC1)Br)=O (N-carbamoyl-3-bromopyrrolidin-2-one). The yield is 66.8%. RXN SMILES: [Br:1][CH:2]([CH2:6][CH2:7]Br)[C:3](Cl)=[O:4].[NH2:9][C:10]([NH2:12])=[O:11].C1C=CC=CC=1>C(OCC)(=O)C>[C:10]([N:12]1[CH2:7][CH2:6][CH:2]([Br:1])[C:3]1=[O:4])(=[O:11])[NH2:9]. Reported procedure: A solution of 30 g of 2,4-dibromobutyryl chloride (J. Med. Chem., p1995, 30. 1987) and 13.63 g of urea dissolved into 150 ml of benzene was heated at 90° C. with stirring for 3 hours. The reaction mixture was cooled to room temperature, then a very excessive amount of ethyl acetate was added thereto. The layer of ethyl acetate was washed with an aqueous solution of sodium bicarbonate and saturated brine, then the resulting solution was dried over magnesium sulfate and evaporated. The obtained re... The reactants are C(#N)C1=CC(=C(C(=O)O)C=C1)C (4-cyano-2-methyl-benzoic acid), C(O)([O-])=O.[Na+] (sodium hydrogen carbonate), C(CCC)N (n-butylamine), N1=CC=CC=C1 (pyridine), C(C(=O)Cl)(=O)Cl (oxalyl chloride). Reagents/catalysts: CN(C=O)C (N,N-dimethylformamide). Solvent: O1CCCC1 (tetrahydrofuran), ClCCl (dichloromethane). Reaction conditions: time 1 hour. Yields the product C(CCC)NC(C1=C(C=C(C=C1)C#N)C)=O (N-butyl-4-cyano-2-methyl-benzamide). Yield: 56.7%. Reaction SMILES: [C:1]([C:3]1[CH:11]=[CH:10][C:6]([C:7]([OH:9])=O)=[C:5]([CH3:12])[CH:4]=1)#[N:2].C(Cl)(=O)C(Cl)=O.[CH2:19]([NH2:23])[CH2:20][CH2:21][CH3:22].N1C=CC=CC=1.C(=O)([O-])O.[Na+]>CN(C)C=O.ClCCl.O1CCCC1>[CH2:19]([NH:23][C:7](=[O:9])[C:6]1[CH:10]=[CH:11][C:3]([C:1]#[N:2])=[CH:4][C:5]=1[CH3:12])[CH2:20][CH2:21][CH3:22] |f:4.5|. Procedure: To a solution of 4-cyano-2-methyl-benzoic acid (1.209 g, 7.5 mmol) (Example I1) and N,N-dimethylformamide (“DMF”) (2 drops) in dichloromethane (40 ml) under an atmosphere of nitrogen was added oxalyl chloride (0.95 ml, 11.25 mmol). The reaction mixture was stirred for one hour at ambient temperature and then at 60° C. for 1.5 hours. The reaction mixture was concentrated and the residue dissolved in tetrahydrofuran (50 ml). The solution was added drop-wise to a solution of n-butylamine (1.48 mg, ... Starting materials: C(C)C=1C=C(C#N)C=C(C1O)C (3-ethyl-4-hydroxy-5-methyl-benzonitrile), C1=CC=C(C=C1)P(C2=CC=CC=C2)C3=CC=CC=C3 (PPh3), C1[C@H](O1)CO ((R)-glycidol), CCOC(=O)/N=N/C(=O)OCC (DEAD), C1(=CC=CC=C1)C (toluene). Solvent: C1CCOC1 (THF). Conditions: time 18 hour. Yields the product C(C)C=1C=C(C#N)C=C(C1OCC1OC1)C (3-ethyl-5-methyl-4-oxiranylmethoxy-benzonitrile). The yield is 85.8%. Reaction SMILES: [CH2:1]([C:3]1[CH:4]=[C:5]([CH:8]=[C:9]([CH3:12])[C:10]=1[OH:11])[C:6]#[N:7])[CH3:2].C1C=CC(P(C2C=CC=CC=2)C2C=CC=CC=2)=CC=1.[CH2:32]1[O:34][C@@H:33]1[CH2:35]O.CCOC(/N=N/C(OCC)=O)=O.C1(C)C=CC=CC=1>C1COCC1>[CH2:1]([C:3]1[CH:4]=[C:5]([CH:8]=[C:9]([CH3:12])[C:10]=1[O:11][CH2:35][CH:33]1[CH2:32][O:34]1)[C:6]#[N:7])[CH3:2]. Reported procedure: To a solution of 3-ethyl-4-hydroxy-5-methyl-benzonitrile (5.06 g, 31.4 mmol) in THF (80 mL), PPh3 (9.06 g, 34.5 mmol) and (R)-glycidol (2.29 mL, 34.5 mmol) are added. The mixture is cooled to 0° C. before DEAD in toluene (15.8 mL, 34.5 mmol) is added. The mixture is stirred for 18 h while warming up to rt. The solvent is evaporated and the crude product is purified by CC on silica gel eluting with heptane:EA 7:3 to give 3-ethyl-5-methyl-4-oxiranylmethoxy-benzonitrile (5.85 g) as a yellow oil; LC...